From a dataset of the Open Reaction Database (ORD), a public repository of structured organic reaction records. describe an organic reaction: reactants, conditions, products, and yield Run at time 17 hour. Product: C(C)C(=CC(=O)O)CCC=C (3-Ethylhepta-2,6-dienoic acid). Solvent: C(C)O (ethyl alcohol). Reported procedure: A 5 N aqueous sodium hydroxide solution (14.5 mL) was added to an ethyl alcohol (40 mL) solution of methyl 3-ethylhepta-2,6-dienoate (3.04 g, 18.1 mmol), and the mixture was stirred at room temperature for 17 hours. The mixture was neutralized with a 5 N aqueous hydrochloric acid solution (15 mL), followed by extraction with dichloromethane. The organic layer was dried over magnesium sulfate. The solvent was distilled off under reduced pressure to obtain the compound of interest as a pale yellow... As a reaction SMILES: [OH-].[Na+].[CH2:3]([C:5]([CH2:11][CH2:12][CH:13]=[CH2:14])=[CH:6][C:7]([O:9]C)=[O:8])[CH3:4].Cl>C(O)C>[CH2:3]([C:5]([CH2:11][CH2:12][CH:13]=[CH2:14])=[CH:6][C:7]([OH:9])=[O:8])[CH3:4] |f:0.1|. Reactants: [OH-].[Na+] (sodium hydroxide), C(C)C(=CC(=O)OC)CCC=C (methyl 3-ethylhepta-2,6-dienoate), Cl (hydrochloric acid). Reactants: FC1=CC=C(C=C1)C1=C(N=C(S1)C)C(=O)Cl (5-(4-fluoro-phenyl)-2-methyl-thiazole-4-carbonyl chloride), ClC1=CC(=CC2=C1C=C(O2)CC2CN(CCN2)C)Cl (3-(4,6-dichloro-benzofuran-2-ylmethyl)-1-methyl-piperazine). The product is ClC1=CC(=CC2=C1C=C(O2)CC2N(CCN(C2)C)C(=O)C=2N=C(SC2C2=CC=C(C=C2)F)C)Cl ((RS)-1-[2-(4,6-Dichloro-benzofuran-2-ylmethyl)-4-methyl-piperazin-1-yl]-1-[5-(4-fluoro-phenyl)-2-methyl-thiazol-4-yl]-methanone). RXN SMILES: [F:1][C:2]1[CH:7]=[CH:6][C:5]([C:8]2[S:12][C:11]([CH3:13])=[N:10][C:9]=2[C:14](Cl)=[O:15])=[CH:4][CH:3]=1.[Cl:17][C:18]1[C:23]2[CH:24]=[C:25]([CH2:27][CH:28]3[NH:33][CH2:32][CH2:31][N:30]([CH3:34])[CH2:29]3)[O:26][C:22]=2[CH:21]=[C:20]([Cl:35])[CH:19]=1>>[Cl:17][C:18]1[C:23]2[CH:24]=[C:25]([CH2:27][CH:28]3[CH2:29][N:30]([CH3:34])[CH2:31][CH2:32][N:33]3[C:14]([C:9]3[N:10]=[C:11]([CH3:13])[S:12][C:8]=3[C:5]3[CH:6]=[CH:7][C:2]([F:1])=[CH:3][CH:4]=3)=[O:15])[O:26][C:22]=2[CH:21]=[C:20]([Cl:35])[CH:19]=1. Procedure: The title compound (107 mg) was prepared from 5-(4-fluoro-phenyl)-2-methyl-thiazole-4-carbonyl chloride (241 mg) and 3-(4,6-dichloro-benzofuran-2-ylmethyl)-1-methyl-piperazine, D78 (263 mg) by a procedure similar to that described for Example 1. Yields the product ClC(C(=O)N1C(CN(C(C1)C)C(C(Cl)Cl)=O)C)Cl (N,N'-bis-(dichloroacetyl)-2,5-dimethyl-piperazine). Solvent: C1(=CC=CC=C1)C (toluene). Reported procedure: 29.4 g (0.2 mol) of dichloroacetyl chloride were added dropwise to a solution of 22.8 g (0.2 mol) of 2,5-dimethyl-piperazine in 150 ml of toluene at 20° C., while stirring. The mixture was subsequently stirred at 20° C. for 5 hours. Thereafter, the precipitate which had formed was filtered off and recrystallized twice from toluene. 8 g (24% of theory) of N,N'-bis-(dichloroacetyl)-2,5-dimethyl-piperazine were obtained in this manner in the form of colorless crystals of melting point 215° C. RXN SMILES: [Cl:1][CH:2]([Cl:6])[C:3](Cl)=[O:4].[CH3:7][CH:8]1[CH2:13][NH:12][CH:11]([CH3:14])[CH2:10][NH:9]1>C1(C)C=CC=CC=1>[Cl:1][CH:2]([Cl:6])[C:3]([N:9]1[CH2:10][CH:11]([CH3:14])[N:12]([C:3](=[O:4])[CH:2]([Cl:6])[Cl:1])[CH2:13][CH:8]1[CH3:7])=[O:4]. Yield: 23.8%. Starting materials: ClC(C(=O)Cl)Cl (dichloroacetyl chloride), CC1NCC(NC1)C (2,5-dimethyl-piperazine). The reactants are O (water), BrCC(C=P(C1=CC=CC=C1)(C1=CC=CC=C1)C1=CC=CC=C1)=O (3-Bromo-2-oxopropylidenetriphenylphosphorane), C1(=CC=CC=C1)S (thiophenol), [Na] (sodium). Run in C(C)O (ethanol). The product is O=C(C=P(C1=CC=CC=C1)(C1=CC=CC=C1)C1=CC=CC=C1)CSC1=CC=CC=C1 (2-oxo-3-phenylthiopropylidenetriphenylphosphorane). The yield is 74.1%. Reaction SMILES: Br[CH2:2][C:3](=[O:24])[CH:4]=[P:5]([C:18]1[CH:23]=[CH:22][CH:21]=[CH:20][CH:19]=1)([C:12]1[CH:17]=[CH:16][CH:15]=[CH:14][CH:13]=1)[C:6]1[CH:11]=[CH:10][CH:9]=[CH:8][CH:7]=1.[C:25]1([SH:31])[CH:30]=[CH:29][CH:28]=[CH:27][CH:26]=1.[Na].O>C(O)C>[O:24]=[C:3]([CH2:2][S:31][C:25]1[CH:30]=[CH:29][CH:28]=[CH:27][CH:26]=1)[CH:4]=[P:5]([C:12]1[CH:13]=[CH:14][CH:15]=[CH:16][CH:17]=1)([C:6]1[CH:7]=[CH:8][CH:9]=[CH:10][CH:11]=1)[C:18]1[CH:19]=[CH:20][CH:21]=[CH:22][CH:23]=1 |^1:31|. Procedure: 3-Bromo-2-oxopropylidenetriphenylphosphorane (17.85 g) was added to a solution of thiophenol (5.22 g; 4.86 ml) in anhydrous ethanol (70 ml) containing sodium (1.09 g). The mixture was heated at reflux for 150 minutes and was then poured into a mixture of ice and water (250 ml). The mixture was then extracted with dichloromethane and the extract was washed with dilute aqueous sodium hydroxide solution (2 N) and then with water, and was dried over magnesium sulphate. Evaporation of the solvent gav... Yield: 20.8%. RXN SMILES: [C:1]([C:5]1[CH:17]=[CH:16][C:15]2[C:14]3[C:9](=[CH:10][C:11]([C:18]([CH3:21])([CH3:20])[CH3:19])=[CH:12][CH:13]=3)[CH2:8][C:7]=2[CH:6]=1)([CH3:4])([CH3:3])[CH3:2].C([Li])CCC.[CH2:27]([O:30][C:31]1[C:36]([C:37]([CH3:40])([CH3:39])[CH3:38])=[CH:35][C:34]([CH3:41])=[CH:33][C:32]=1[Si:42](Cl)([CH2:46][CH2:47][CH3:48])[CH2:43][CH2:44][CH3:45])[CH:28]=[CH2:29].C(=O)([O-])O.[Na+].C(=O)([O-])[O-].[Na+].[Na+]>C1COCC1.C(OCC)(=O)C.CCCCCC.C(N(CC)CC)C.C1(C)C=CC=CC=1>[CH2:27]([O:30][C:31]1[C:36]([C:37]([CH3:38])([CH3:39])[CH3:40])=[CH:35][C:34]([CH3:41])=[CH:33][C:32]=1[Si:42]([CH:8]1[C:7]2[CH:6]=[C:5]([C:1]([CH3:4])([CH3:3])[CH3:2])[CH:17]=[CH:16][C:15]=2[C:14]2[C:9]1=[CH:10][C:11]([C:18]([CH3:21])([CH3:20])[CH3:19])=[CH:12][CH:13]=2)([CH2:43][CH2:44][CH3:45])[CH2:46][CH2:47][CH3:48])[CH:28]=[CH2:29] |f:3.4,5.6.7|. Reactants: C(C=C)OC1=C(C=C(C=C1C(C)(C)C)C)[Si](CCC)(CCC)Cl ((2-allyloxy-3-tert-butyl-5-methyl phenyl)chlorodi-n-propylsilane), C(CCC)[Li] (n-butyllithium), resultant mixture, aqueous solution, C(O)([O-])=O.[Na+] (sodium hydrogen carbonate), aqueous solution, C([O-])([O-])=O.[Na+].[Na+] (sodium carbonate), C(C)(C)(C)C1=CC=2CC3=CC(=CC=C3C2C=C1)C(C)(C)C (2,7-di-tert-butylfluorene), resultant mixture. Solvent: C1CCOC1 (THF), CCCCCC (hexane), C(C)(=O)OCC (ethyl acetate), CCCCCC (hexane), C(C)N(CC)CC (triethylamine), C1(=CC=CC=C1)C (toluene), C1CCOC1 (THF). Run at temperature 0 celsius, time 1 hour. The product is concentration-solution, C(C=C)OC1=C(C=C(C=C1C(C)(C)C)C)[Si](CCC)(CCC)C1C2=CC(=CC=C2C=2C=CC(=CC12)C(C)(C)C)C(C)(C)C ((2-allyloxy-3-tert-butyl-5-methylphenyl)(2,7-di-tert-butylfluoren-9-yl)di-n-propylsilane). Procedure details: There was dissolved 2.28 g (8.19 mmol) of 2,7-di-tert-butylfluorene in 37 mL of THF, and the obtained solution was cooled down to 0° C. To the solution, 5.19 mL of a 1.58 M-concentration hexane solution of n-butyllithium was added slowly, 5.19 mL of said hexane solution containing 8.20 mmol of n-butyllithium. Temperature of the resultant mixture was raised up to a room temperature, and the mixture was stirred for 1 hour at a room temperature. The mixture was cooled down to 0° C., and a solution ...